This data is from the Open Reaction Database (ORD), a public repository of structured organic reaction records. The task is: describe an organic reaction: reactants, conditions, products, and yield Starting materials: N1(C=CC2=CC=CC=C12)CCS (indole-1-ethanethiol), CC1=CN(C2=CC=CC=C12)CCO (3-methylindole-1-ethanol), formula III, N1(C=CC2=CC=CC=C12)CCO (indole-1-ethanol), formula III, C(C)(C)C(C(O)C)N1C=C(C2=CC=CC(=C12)C)C (β-isopropyl-α,3,7-trimethylindole-1-ethanol). The product is C(C)(C)C(C(S)C)N1C=C(C2=CC=CC(=C12)C)C (β-isopropyl-α,3,7-trimethyl-indole-1-ethanethiol). Reaction SMILES: N1(CC[SH:12])C2C(=CC=CC=2)C=C1.N1(CCO)C2C(=CC=CC=2)C=C1.CC1C2C(=CC=CC=2)N(CCO)C=1.[CH:38]([CH:41]([N:45]1[C:53]2[C:48](=[CH:49][CH:50]=[CH:51][C:52]=2[CH3:54])[C:47]([CH3:55])=[CH:46]1)[CH:42]([CH3:44])O)([CH3:40])[CH3:39]>>[CH:38]([CH:41]([N:45]1[C:53]2[C:48](=[CH:49][CH:50]=[CH:51][C:52]=2[CH3:54])[C:47]([CH3:55])=[CH:46]1)[CH:42]([CH3:44])[SH:12])([CH3:40])[CH3:39]. Procedure: By following procedure A or B of Example 2 other indole-1-ethanethiol intermediates of formula III, for example those described in Examples 57 to 106 may be prepared by the appropriate choice of indole-1-ethanol intermediates of formula III. For example, by replacing 3-methylindole-1-ethanol with an equivalent amount of β-isopropyl-α,3,7-trimethylindole-1-ethanol, β-isopropyl-α,3,7-trimethyl-indole-1-ethanethiol is obtained. Likewise, by replacing 3-methylindole-1-ethanol with an equivalent amou... Starting materials: C(N)(=O)C1=C(C=2N(N=C1)C=C(C2)C(=O)OCC)Cl (ethyl 3-carbamoyl-4-chloropyrrolo[1,2-b]pyridazine-6-carboxylate), C(N)(=O)C1=C(C=2N(N=C1)C=C(C2)C(=O)OCC)Cl (ethyl 3-carbamoyl-4-chloropyrrolo[1,2-b]pyridazine-6-carboxylate), N[C@@H]1CN(C[C@@H]1C)C(=O)OCC1=CC=CC=C1 ((+/−)-(cis)-benzyl 3-amino-4-methylpyrrolidine-1-carboxylate), N[C@@H]1CN(C[C@@H]1C)C(=O)OCC1=CC=CC=C1 ((+/−)-(cis)-benzyl 3-amino-4-methylpyrrolidine-1-carboxylate), C(C)(C)N(CC)C(C)C (diisopropylethylamine). Solvent: CC(=O)N(C)C (DMA). Run at temperature 100 celsius. Product: C(C1=CC=CC=C1)OC(=O)N1C[C@H]([C@H](C1)C)NC=1C=2N(N=CC1C(N)=O)C=C(C2)C(=O)OCC (ethyl 4-(((3S,4S)-1-((benzyloxy)carbonyl)-4-methylpyrrolidin-3-yl)amino)-3-carbamoylpyrrolo[1,2-b]pyridazine-6-carboxylate). Isolated yield 99.6%. RXN SMILES: [C:1]([C:4]1[CH:9]=[N:8][N:7]2[CH:10]=[C:11]([C:13]([O:15][CH2:16][CH3:17])=[O:14])[CH:12]=[C:6]2[C:5]=1Cl)(=[O:3])[NH2:2].[NH2:19][C@H:20]1[C@@H:24]([CH3:25])[CH2:23][N:22]([C:26]([O:28][CH2:29][C:30]2[CH:35]=[CH:34][CH:33]=[CH:32][CH:31]=2)=[O:27])[CH2:21]1.C(N(C(C)C)CC)(C)C>CC(N(C)C)=O>[CH2:29]([O:28][C:26]([N:22]1[CH2:23][C@H:24]([CH3:25])[C@H:20]([NH:19][C:5]2[C:6]3[N:7]([CH:10]=[C:11]([C:13]([O:15][CH2:16][CH3:17])=[O:14])[CH:12]=3)[N:8]=[CH:9][C:4]=2[C:1](=[O:3])[NH2:2])[CH2:21]1)=[O:27])[C:30]1[CH:35]=[CH:34][CH:33]=[CH:32][CH:31]=1. Reported procedure: A mixture of ethyl 3-carbamoyl-4-chloropyrrolo[1,2-b]pyridazine-6-carboxylate (Intermediate 1, 375 mg, 1.401 mmol), (3S,4S)-benzyl 3-amino-4-methylpyrrolidine-1-carboxylate (Intermediate 5, 361 mg, 1.541 mmol) and diisopropylethylamine (0.734 mL, 4.20 mmol) in DMA (5 mL) was heated to 100° C. for 3 hr. After cooling, the volatiles were removed in vacuo and the residue was triturated with water. Filtration and drying afforded a tan solid that was rinsed with hexane and redried to afford ethyl 4-(... Starting materials: C(C1=CC=CC=C1)(C1=CC=CC=C1)(C1=CC=CC=C1)N1C=NC(=C1)C=O (1-trityl-4-formyl-1H-imidazole), [Cl-].[NH4+] (ammonium chloride), BrC=1C=C2C=CC(=CC2=CC1)C(=O)NC (6-bromo-N-methyl-2-naphthamide), CCCCCC.C(CCC)[Li] (n-butyllithium hexane), O1CCCC1.C(C)(C)[Mg]Cl (isopropylmagnesium chloride tetrahydrofuran). Run in O1CCCC1 (tetrahydrofuran), O1CCCC1 (tetrahydrofuran). Reaction conditions: temperature -30 celsius, time 2 hour. The product is OC(C=1C=C2C=CC(=CC2=CC1)C(=O)NC)C=1N=CN(C1)C(C1=CC=CC=C1)(C1=CC=CC=C1)C1=CC=CC=C1 (6-[hydroxy(1-trityl-1H-imidazol-4-yl)methyl]-N-methyl-2-naphthamide). The yield is 74.3%. Reaction SMILES: Br[C:2]1[CH:3]=[C:4]2[C:9](=[CH:10][CH:11]=1)[CH:8]=[C:7]([C:12]([NH:14][CH3:15])=[O:13])[CH:6]=[CH:5]2.O1CCCC1.C([Mg]Cl)(C)C.CCCCCC.C([Li])CCC.[C:37]([N:56]1[CH:60]=[C:59]([CH:61]=[O:62])[N:58]=[CH:57]1)([C:50]1[CH:55]=[CH:54][CH:53]=[CH:52][CH:51]=1)([C:44]1[CH:49]=[CH:48][CH:47]=[CH:46][CH:45]=1)[C:38]1[CH:43]=[CH:42][CH:41]=[CH:40][CH:39]=1.[Cl-].[NH4+]>O1CCCC1>[OH:62][CH:61]([C:59]1[N:58]=[CH:57][N:56]([C:37]([C:38]2[CH:43]=[CH:42][CH:41]=[CH:40][CH:39]=2)([C:44]2[CH:45]=[CH:46][CH:47]=[CH:48][CH:49]=2)[C:50]2[CH:55]=[CH:54][CH:53]=[CH:52][CH:51]=2)[CH:60]=1)[C:2]1[CH:3]=[C:4]2[C:9](=[CH:10][CH:11]=1)[CH:8]=[C:7]([C:12]([NH:14][CH3:15])=[O:13])[CH:6]=[CH:5]2 |f:1.2,3.4,6.7|. Procedure details: Under a nitrogen atmosphere, 6-bromo-N-methyl-2-naphthamide (7.0 g, 26.5 mmol) was added to tetrahydrofuran (175 mL), and then 2.0 mol/L isopropylmagnesium chloride tetrahydrofuran solution (13.7 mL) was added dropwise thereto at room temperature. The reaction mixture was cooled to −30° C., 1.6 mol/L n-butyllithium hexane solution (26.6 mL) was added dropwise thereto, and the mixture was stirred at the same temperature for 2 hr. To the reaction mixture was added dropwise a solution of 1-trityl-4... Reactants: C([O-])(O)=O.[Na+] (sodium bicarbonate), ClC1=CC2=C(C3=C(CN=C2C2=C(C=CC=C2)Cl)CNC3=O)C=C1 (8-chloro-6-(2-chlorophenyl)-3,4-dihydropyrrolo[3,4-d][2]benzazepin-1(2H)-one), ice, ClC(C(=O)O)(Cl)Cl (trichloroacetic acid), C(C)(=O)[O-].C(C)(=O)[O-].C(C)(=O)[O-].C(C)(=O)[O-].[Pb+4] (lead tetraacetate). Reported procedure: In one portion, 0.7 g (2 mmol) of 8-chloro-6-(2-chlorophenyl)-3,4-dihydropyrrolo[3,4-d][2]benzazepin-1(2H)-one was added to an ice-cooled solution of 2.6 g (15.8 mmol) of trichloroacetic acid and 2.0 g(4.4 mmol) of lead tetraacetate in 30 ml of methylene chloride. After stirring for 1 hour, the mixture was neutralized with saturated aqueous sodium bicarbonate solution. The methylene chloride solution was washed with water, dried over anhydrous sodium sulfate and concentrated at reduced pressure ... Reaction SMILES: [Cl:1][C:2]1[CH:23]=[CH:22][C:5]2[C:6]3[C:20](=[O:21])[NH:19][CH2:18][C:7]=3[CH2:8][N:9]=[C:10]([C:11]3[CH:16]=[CH:15][CH:14]=[CH:13][C:12]=3[Cl:17])[C:4]=2[CH:3]=1.ClC(Cl)(Cl)C(O)=[O:27].C([O-])(=O)C.C([O-])(=O)C.C([O-])(=O)C.C([O-])(=O)C.[Pb+4].C(=O)(O)[O-].[Na+]>C(Cl)Cl>[Cl:1][C:2]1[CH:23]=[CH:22][C:5]2[C:6]3[C:20](=[O:21])[NH:19][CH:18]([OH:27])[C:7]=3[CH2:8][N:9]=[C:10]([C:11]3[CH:16]=[CH:15][CH:14]=[CH:13][C:12]=3[Cl:17])[C:4]=2[CH:3]=1 |f:2.3.4.5.6,7.8|. Yields the product ClC1=CC2=C(C3=C(CN=C2C2=C(C=CC=C2)Cl)C(NC3=O)O)C=C1 (8-chloro-6-(2-chlorophenyl)-3,4-dihydro-3-hydroxypyrrolo[3,4-d][2]benzazepin-1(2H)-one). Run in C(Cl)Cl (methylene chloride). Conditions: time 1 hour. Starting materials: C(C)C1C=C(CC1)CO (3-ethyl-1-cyclopenten-1-yl-methanol), N(=NC(=O)OCC)C(=O)OCC (diethyl azodicarboxylate), C1(=CC=CC=C1)P(C1=CC=CC=C1)C1=CC=CC=C1 (triphenylphosphine), C(CCCCCCCCCC)C=1C=NC(=NC1)C1=CC=C(C=C1)O (4-(5-undecylpyrimidin-2-yl)phenol). The solvent is C1CCOC1 (THF). Run at time 24 hour. The product is C(CCCCCCCCCC)C=1C=NC(=NC1)C1=CC=C(C=C1)OCC1=CC(CC1)CC ((3-Ethyl-1-cyclopenten-1-yl)methyl 4-(5-undecyl-pyrimidin-2-yl)phenyl ether). Reaction SMILES: N(C(OCC)=O)=NC(OCC)=O.C1(P(C2C=CC=CC=2)C2C=CC=CC=2)C=CC=CC=1.[CH2:32]([C:43]1[CH:44]=[N:45][C:46]([C:49]2[CH:54]=[CH:53][C:52]([OH:55])=[CH:51][CH:50]=2)=[N:47][CH:48]=1)[CH2:33][CH2:34][CH2:35][CH2:36][CH2:37][CH2:38][CH2:39][CH2:40][CH2:41][CH3:42].[CH2:56]([CH:58]1[CH2:62][CH2:61][C:60]([CH2:63]O)=[CH:59]1)[CH3:57]>C1COCC1>[CH2:32]([C:43]1[CH:44]=[N:45][C:46]([C:49]2[CH:50]=[CH:51][C:52]([O:55][CH2:63][C:60]3[CH2:61][CH2:62][CH:58]([CH2:56][CH3:57])[CH:59]=3)=[CH:53][CH:54]=2)=[N:47][CH:48]=1)[CH2:33][CH2:34][CH2:35][CH2:36][CH2:37][CH2:38][CH2:39][CH2:40][CH2:41][CH3:42]. Reported procedure: A fully reacted mixture of equimolar amounts of diethyl azodicarboxylate and triphenylphosphine in THF is admixed with equimolar amounts of 4-(5-undecylpyrimidin-2-yl)phenol and 3-ethyl-1-cyclopenten-1-yl-methanol (prepared by LiAlH4 reduction of methyl 3-ethyl-1-cyclopentene-1-carboxylate as described by Takeda, Bull.Chem.Soc.Jpn. 50 (7), 1831 (1977)). The mixture is stirred for 24 h at room temperature and then evaporated to dryness under reduced pressure. Purification by chromatography (silic... Starting materials: NC[C@@H]1O[C@@H](OC[C@@H]1C\C=C/CCCC(=O)OC)C ((2R,4R,5S)-4-aminomethyl-5-[(Z) -6-methoxycarbonyl-2-hexenyl]-2-methyl-1,3-dioxane), C(C1=CC=CC=C1)N=C=O (benzyl isocyanate), O (Water). The solvent is N1=CC=CC=C1 (pyridine). Conditions: time 60 minute. The product is C(C1=CC=CC=C1)NC(NC[C@@H]1O[C@@H](OC[C@@H]1C\C=C/CCCC(=O)OC)C)=O ((2R,4R,5S)-4-(3-benzylureidomethyl)-5-[(Z)-6-methoxycarbonyl-2-hexenyl]-2-methyl-1,3-dioxane). RXN SMILES: [NH2:1][CH2:2][C@H:3]1[C@@H:8]([CH2:9]/[CH:10]=[CH:11]\[CH2:12][CH2:13][CH2:14][C:15]([O:17][CH3:18])=[O:16])[CH2:7][O:6][C@@H:5]([CH3:19])[O:4]1.[CH2:20]([N:27]=[C:28]=[O:29])[C:21]1[CH:26]=[CH:25][CH:24]=[CH:23][CH:22]=1.O>N1C=CC=CC=1>[CH2:20]([NH:27][C:28](=[O:29])[NH:1][CH2:2][C@H:3]1[C@@H:8]([CH2:9]/[CH:10]=[CH:11]\[CH2:12][CH2:13][CH2:14][C:15]([O:17][CH3:18])=[O:16])[CH2:7][O:6][C@@H:5]([CH3:19])[O:4]1)[C:21]1[CH:26]=[CH:25][CH:24]=[CH:23][CH:22]=1. Reported procedure: To a solution of (2R,4R,5S)-4-aminomethyl-5-[(Z) -6-methoxycarbonyl-2-hexenyl]-2-methyl-1,3-dioxane (13 mg) in pyridine (0.3 ml) was added benzyl isocyanate (0.02 ml) and the mixture was stirred at room temperature for 60 minutes. Water (0.1 ml) was added and the solvent was evaporated in vacuo to give (2R,4R,5S)-4-(3-benzylureidomethyl)-5-[(Z)-6-methoxycarbonyl-2-hexenyl]-2-methyl-1,3-dioxane as a residue. The residue was dissolved in methanol (1.5 ml) and added 0.3 ml of 1N aqueous sodium hydr...